describe an organic reaction: reactants, conditions, products, and yield From a dataset of the Open Reaction Database (ORD), a public repository of structured organic reaction records. Reactants: CCN(C(C)C)C(C)C, OC1CC2CCC(C1)N2, [N-]=[N+]=NCCn1cnc2cc(C(=O)O)ccc21, CN(C)C=O, O, On1nnc2ccccc21. Yields the product [N-]=[N+]=NCCn1cnc2cc(C(=O)N3C4CCC3CC(O)C4)ccc21. RXN SMILES: [CH:28]([N:29]([CH2:30][CH3:31])[CH:32]([CH3:33])[CH3:34])([CH3:35])[CH3:36].[CH:37]12[CH2:38][CH:39]([OH:45])[CH2:40][CH:41]([CH2:42][CH2:43]1)[NH:44]2.[N:1](=[N+:2]=[N-:3])[CH2:4][CH2:5][n:6]1[cH:7][n:8][c:9]2[c:10]1[cH:11][cH:12][c:13]([C:15](=[O:16])[OH:17])[cH:14]2.[O:46]=[CH:47][N:48]([CH3:49])[CH3:50].[OH2:51].[OH:18][n:19]1[c:20]2[c:21]([cH:22][cH:23][cH:24][cH:25]2)[n:26][n:27]1>>[N:1](=[N+:2]=[N-:3])[CH2:4][CH2:5][n:6]1[cH:7][n:8][c:9]2[c:10]1[cH:11][cH:12][c:13]([C:15](=[O:17])[N:44]1[CH:37]3[CH2:38][CH:39]([OH:45])[CH2:40][CH:41]1[CH2:42][CH2:43]3)[cH:14]2.